The task is: describe an organic reaction: reactants, conditions, products, and yield. This data is from the Open Reaction Database (ORD), a public repository of structured organic reaction records. Reactants: Cl.Cl.NCCN1C=CC=2N=CN=C(C21)NC2=CC(=C(C=C2)OC2=CC(=CC=C2)OC(F)(F)F)Cl (5-(2-aminoethyl)-N-{3-chloro-4-[3-(trifluoromethoxy)phenoxy]phenyl}-5H-pyrrolo[3,2-d]pyrimidin-4-amine dihydrochloride), CS(=O)(=O)CC(=O)O (2-(methylsulfonyl)acetic acid), Cl.C(C)N=C=NCCCN(C)C (1-ethyl-3-(3-dimethylaminopropyl)carbodiimide hydrochloride), O.ON1N=NC2=C1C=CC=C2 (1-hydroxybenzotriazole monohydrate). Run in O (Water), CN(C=O)C (N,N-dimethylformamide), C(C)N(CC)CC (triethylamine). Run at time 20 hour. The product is ClC=1C=C(C=CC1OC1=CC(=CC=C1)OC(F)(F)F)NC=1C2=C(N=CN1)C=CN2CCNC(CS(=O)(=O)C)=O (N-{2-[4-({3-chloro-4-[3-(trifluoromethoxy)phenoxy]phenyl}amino)-5H-pyrrolo[3,2-d]pyrimidin-5-yl]ethyl}-2-(methylsulfonyl)acetamide). Yield: 64.3%. RXN SMILES: Cl.Cl.[NH2:3][CH2:4][CH2:5][N:6]1[C:14]2[C:13]([NH:15][C:16]3[CH:21]=[CH:20][C:19]([O:22][C:23]4[CH:28]=[CH:27][CH:26]=[C:25]([O:29][C:30]([F:33])([F:32])[F:31])[CH:24]=4)=[C:18]([Cl:34])[CH:17]=3)=[N:12][CH:11]=[N:10][C:9]=2[CH:8]=[CH:7]1.[CH3:35][S:36]([CH2:39][C:40](O)=[O:41])(=[O:38])=[O:37].Cl.C(N=C=NCCCN(C)C)C.O.ON1C2C=CC=CC=2N=N1>O.CN(C)C=O.C(N(CC)CC)C>[Cl:34][C:18]1[CH:17]=[C:16]([NH:15][C:13]2[C:14]3[N:6]([CH2:5][CH2:4][NH:3][C:40](=[O:41])[CH2:39][S:36]([CH3:35])(=[O:38])=[O:37])[CH:7]=[CH:8][C:9]=3[N:10]=[CH:11][N:12]=2)[CH:21]=[CH:20][C:19]=1[O:22][C:23]1[CH:28]=[CH:27][CH:26]=[C:25]([O:29][C:30]([F:33])([F:32])[F:31])[CH:24]=1 |f:0.1.2,4.5,6.7|. Procedure: A mixture of 5-(2-aminoethyl)-N-{3-chloro-4-[3-(trifluoromethoxy)phenoxy]phenyl}-5H-pyrrolo[3,2-d]pyrimidin-4-amine dihydrochloride (160 mg), 2-(methylsulfonyl)acetic acid (82.3 mg), 1-ethyl-3-(3-dimethylaminopropyl)carbodiimide hydrochloride (171 mg), 1-hydroxybenzotriazole monohydrate (137 mg), triethylamine (0.42 mL) and N,N-dimethylformamide (5.0 mL) was stirred at room temperature for 20 hrs. Water was added to the reaction system and the mixture was extracted with ethyl acetate. The organi... The reactants are C, CCO, [H][H], CC(C)(ON=C(C(=O)NC1C(=O)N2C1CSC1CC(=O)OC12C(=O)[O-])c1csc(N)n1)C(=O)OCc1ccc([N+](=O)[O-])cc1, [Na+], O=P([O-])([O-])[O-], O, [Pd]. Yields the product CC(C)(ON=C(C(=O)NC1C(=O)N2C1CSC1CC(=O)OC12C(=O)[O-])c1csc(N)n1)C(=O)O, [Na+]. Reaction SMILES: [C:57].[CH3:51][CH2:52][OH:53].[H:54][H:55].[NH2:1][c:2]1[s:3][cH:4][c:5]([C:7]([C:8](=[O:9])[NH:10][CH:11]2[CH:12]3[CH2:13][S:14][CH:15]4[CH2:16][C:17](=[O:26])[O:18][C:19]4([C:23](=[O:24])[O-:25])[N:20]3[C:21]2=[O:22])=[N:27][O:28][C:29]([CH3:30])([CH3:31])[C:32](=[O:33])[O:34][CH2:35][c:36]2[cH:37][cH:38][c:39]([N+:40]([O-:41])=[O:42])[cH:43][cH:44]2)[n:6]1.[Na+:45].[O-:46][P:47](=[O:48])([O-:49])[O-:50].[OH2:56].[Pd:58]>>[NH2:1][c:2]1[s:3][cH:4][c:5]([C:7]([C:8](=[O:9])[NH:10][CH:11]2[CH:12]3[CH2:13][S:14][CH:15]4[CH2:16][C:17](=[O:26])[O:18][C:19]4([C:23](=[O:24])[O-:25])[N:20]3[C:21]2=[O:22])=[N:27][O:28][C:29]([CH3:30])([CH3:31])[C:32](=[O:33])[OH:34])[n:6]1.[Na+:45].